This data is from the Open Reaction Database (ORD), a public repository of structured organic reaction records. The task is: describe an organic reaction: reactants, conditions, products, and yield The reagents and catalysts are [Cu]I (copper(I) iodide). RXN SMILES: [CH2:1]([O:8][C:9]1[CH:10]=[CH:11][C:12](I)=[C:13]([OH:15])[CH:14]=1)[C:2]1[CH:7]=[CH:6][CH:5]=[CH:4][CH:3]=1.[CH2:17]([O:20][C:21]1[CH:26]=[CH:25][C:24]([C:27]#[CH:28])=[CH:23][CH:22]=1)[CH2:18][CH3:19].CN(C)C(N(C)C)=N>CN(C=O)C.C(OCC)(=O)C.[Cu]I>[CH2:1]([O:8][C:9]1[CH:10]=[CH:11][C:12]2[CH:28]=[C:27]([C:24]3[CH:25]=[CH:26][C:21]([O:20][CH2:17][CH2:18][CH3:19])=[CH:22][CH:23]=3)[O:15][C:13]=2[CH:14]=1)[C:2]1[CH:7]=[CH:6][CH:5]=[CH:4][CH:3]=1. Reaction conditions: temperature 60 celsius, time 30 minute. Yields the product C(C1=CC=CC=C1)OC1=CC2=C(C=C(O2)C2=CC=C(C=C2)OCCC)C=C1 (6-(benzyloxy)-2-(4-propoxyphenyl)-1-benzofuran). The reactants are C(C1=CC=CC=C1)OC=1C=CC(=C(C1)O)I (5-(benzyloxy)-2-iodophenol), C(CC)OC1=CC=C(C=C1)C#C (4-propoxyphenylacetylene), CN(C(=N)N(C)C)C (1,1,3,3-tetramethylguanidine). Solvent: CN(C)C=O (DMF), C(C)(=O)OCC (ethyl acetate). Reported procedure: To a solution of 5-(benzyloxy)-2-iodophenol (2.65 g), 4-propoxyphenylacetylene (1.97 g) and 1,1,3,3-tetramethylguanidine (3.08 mL) in DMF (15 mL) were added bistriphenylphosphinedichloropalladium(II) (288 mg) and copper(I) iodide (156 mg) under a nitrogen atmosphere, and the mixture was stirred at 60° C. for 30 min. The reaction mixture was diluted with ethyl acetate, washed with water and saturated brine, and dried over anhydrous magnesium sulfate, and the solvent was evaporated under reduced p... The yield is 46.4%. Reactants: CC1=NN(C(=C1)C)CC(=O)O ((3,5-dimethyl-pyrazol-1-yl)-acetic acid), C(=O)(C=1NC=CN1)C=1NC=CN1 (carbonyl diimidazole), [N+](=O)([O-])C1=C(C=CC=C1)N1CCNCC1 (1-(2-nitro-phenyl)-piperazine). The solvent is CCOC(=O)C (EtOAc), CN(C)C=O (DMF). Reaction conditions: time 1 hour. The product is CC1=NN(C(=C1)C)CC(=O)N1CCN(CC1)C1=C(C=CC=C1)[N+](=O)[O-] (2-(3,5-dimethyl-pyrazol-1-yl)-1-[4-(2-nitro-phenyl)-piperazin-1-yl]-ethanone). Yield: 64.0%. Reaction SMILES: [CH3:1][C:2]1[CH:6]=[C:5]([CH3:7])[N:4]([CH2:8][C:9]([OH:11])=O)[N:3]=1.C(C1NC=CN=1)(C1NC=CN=1)=O.[N+:24]([C:27]1[CH:32]=[CH:31][CH:30]=[CH:29][C:28]=1[N:33]1[CH2:38][CH2:37][NH:36][CH2:35][CH2:34]1)([O-:26])=[O:25]>CN(C=O)C.CCOC(C)=O>[CH3:1][C:2]1[CH:6]=[C:5]([CH3:7])[N:4]([CH2:8][C:9]([N:36]2[CH2:37][CH2:38][N:33]([C:28]3[CH:29]=[CH:30][CH:31]=[CH:32][C:27]=3[N+:24]([O-:26])=[O:25])[CH2:34][CH2:35]2)=[O:11])[N:3]=1. Procedure: To (3,5-dimethyl-pyrazol-1-yl)-acetic acid (0.140 g, 0.908 mmol) in DMF is added carbonyl diimidazole (0.140 g, 0.863 mmol) in one portion. The mixture is stirred for 1 h. To this is added 1-(2-nitro-phenyl)-piperazine (0.197 g, 0.950 mmol). The mixture is stirred for 14 h and then diluted with 100 mL EtOAc. The reaction is quenched with 20 mL of saturated NH4Cl, washed with 2×20 mL of H2O and 1×20 mL of brine. The organic phase is dried (MgSO4), filtered and concentrated to give 2-(3,5-dimethyl... Reactants: CON(C(=O)C=1C(=NC(=NC1)SCC)N)C (4-amino-2-ethylsulfanyl-pyrimidine-5-carboxylic acid methoxy-methyl-amide), FC1=C(C=CC(=C1F)F)OC (2,3,4-trifluoroanisole). Yields the product NC1=NC(=NC=C1C(=O)C1=C(C(=C(C(=C1)F)F)F)OC)SCC ((4-Amino-2-ethylsulfanyl-pyrimidin-5-yl)-(3,4,5-trifluoro-2-methoxy-phenyl)-methanone). As a reaction SMILES: CON(C)[C:4]([C:6]1[C:7]([NH2:15])=[N:8][C:9]([S:12][CH2:13][CH3:14])=[N:10][CH:11]=1)=[O:5].[F:17][C:18]1[C:23]([F:24])=[C:22]([F:25])[CH:21]=[CH:20][C:19]=1[O:26][CH3:27]>>[NH2:15][C:7]1[C:6]([C:4]([C:20]2[CH:21]=[C:22]([F:25])[C:23]([F:24])=[C:18]([F:17])[C:19]=2[O:26][CH3:27])=[O:5])=[CH:11][N:10]=[C:9]([S:12][CH2:13][CH3:14])[N:8]=1. Procedure: The compound was prepared from 4-amino-2-ethylsulfanyl-pyrimidine-5-carboxylic acid methoxy-methyl-amide, Example 1, and 2,3,4-trifluoroanisole (Matrix) in an analogous manner as described in Example 169. Starting materials: ClC1=CC2=C(SC(=C2CN(C)CC(OC)OC)C(=O)O)C=C1 (5-chloro-3-[N-(2,2-dimethoxyethyl)-N-methyl(aminomethyl)]benzo[b]thiophene-2-carboxylic acid), [N+](=[N-])=C (diazomethane). The solvent is C(Cl)Cl.O1CCCC1 (methylene chloride tetrahydrofuran), C(C)OCC (ethyl ether). Run at temperature 0 celsius. Yields the product COC(=O)C1=C(C2=C(S1)C=CC(=C2)Cl)CN(C)CC(OC)OC (methyl-5-chloro-3-[N-(2,2-dimethoxyethyl)-N-methyl(aminomethyl)]benzo[b]thiophene-2-carboxylate). Isolated yield 96.0%. RXN SMILES: [Cl:1][C:2]1[CH:22]=[CH:21][C:5]2[S:6][C:7]([C:18]([OH:20])=[O:19])=[C:8]([CH2:9][N:10]([CH2:12][CH:13]([O:16][CH3:17])[O:14][CH3:15])[CH3:11])[C:4]=2[CH:3]=1.[N+](=[CH2:25])=[N-]>C(Cl)Cl.O1CCCC1.C(OCC)C>[CH3:25][O:19][C:18]([C:7]1[S:6][C:5]2[CH:21]=[CH:22][C:2]([Cl:1])=[CH:3][C:4]=2[C:8]=1[CH2:9][N:10]([CH2:12][CH:13]([O:16][CH3:17])[O:14][CH3:15])[CH3:11])=[O:20] |f:2.3|. Procedure: A suspension of 5-chloro-3-[N-(2,2-dimethoxyethyl)-N-methyl(aminomethyl)]benzo[b]thiophene-2-carboxylic acid (5.0 g, 14.5 mmol) in methylene chloride-tetrahydrofuran was stirred at 0° C. and treated with excess diazomethane in ethyl ether. The mixture was stirred for 2 hours at 0° C., treated with a stream of argon and concentrated to give 5.0 g (96%) of methyl-5-chloro-3-[N-(2,2-dimethoxyethyl)-N-methyl(aminomethyl)]benzo[b]thiophene-2-carboxylate.